From a dataset of the Open Reaction Database (ORD), a public repository of structured organic reaction records. describe an organic reaction: reactants, conditions, products, and yield Reactants: CCOC(=O)c1nc(CSC(C)C)c2nc(C(C)(C)C)sc2c1OC(=O)C(C)(C)C, CC[O-], CCO, CCOC(C)=O, [Na+]. Yields the product CCOC(=O)c1nc(CSC(C)C)c2nc(C(C)(C)C)sc2c1O. RXN SMILES: [CH2:1]([CH3:2])[O:3][C:4](=[O:5])[c:6]1[c:7]([O:24][C:25](=[O:26])[C:27]([CH3:28])([CH3:29])[CH3:30])[c:8]2[c:9]([c:10]([CH2:12][S:13][CH:14]([CH3:15])[CH3:16])[n:11]1)[n:17][c:18]([C:20]([CH3:21])([CH3:22])[CH3:23])[s:19]2.[CH3:32][CH2:33][O-:34].[CH3:35][CH2:36][OH:37].[CH3:38][CH2:39][O:40][C:41](=[O:42])[CH3:43].[Na+:31]>>[CH2:1]([CH3:2])[O:3][C:4](=[O:5])[c:6]1[c:7]([OH:24])[c:8]2[c:9]([c:10]([CH2:12][S:13][CH:14]([CH3:15])[CH3:16])[n:11]1)[n:17][c:18]([C:20]([CH3:21])([CH3:22])[CH3:23])[s:19]2. Starting materials: C(\C=C\CCCCCCC)(=O)O (trans-2-decenoic acid), CCCC(CCC)N (4-heptylamine). Product: CCCC(CCC)NC(\C=C\CCCCCCC)=O ((E)-N-(heptan-4-yl) dec-2-enamide). RXN SMILES: [C:1]([OH:12])(=O)/[CH:2]=[CH:3]/[CH2:4][CH2:5][CH2:6][CH2:7][CH2:8][CH2:9][CH3:10].[CH3:13][CH2:14][CH2:15][CH:16]([NH2:20])[CH2:17][CH2:18][CH3:19]>>[CH3:13][CH2:14][CH2:15][CH:16]([NH:20][C:1](=[O:12])/[CH:2]=[CH:3]/[CH2:4][CH2:5][CH2:6][CH2:7][CH2:8][CH2:9][CH3:10])[CH2:17][CH2:18][CH3:19]. Procedure details: The same operation as in Example 1-1 or 1-2 was carried out using trans-2-decenoic acid and 4-heptylamine as starting materials to give the aimed compound. Run at temperature 100 celsius, time 1 hour. Reactants: C(=O)(O)CCCCCCCCCCCCCCCCCNC(\C=C/C(=O)O)=O (N-(17-carboxyheptadecyl)maleamic acid), C(C)(=O)OC(C)=O (acetic anhydride), C(C)(=O)[O-].[Na+] (sodium acetate). Reported procedure: A mixture of N-(17-carboxyheptadecyl)maleamic acid (400 mg, 1.01 mmoles), 2.83 ml of acetic anhydride, and anhydrous sodium acetate (41.0 mg, 0.50 mmoles) was heated at 100° C. with stirring for 1 hour. The reaction mixture was allowed to cool, then poured onto ice and stirred for 1 hour. The resulting mixture was extracted with chloroform. The separated organic layer was washed with water and then with saturated aqueous sodium chloride solution, dried over anhydrous magnesium sulfate, concentra... As a reaction SMILES: [C:1]([CH2:4][CH2:5][CH2:6][CH2:7][CH2:8][CH2:9][CH2:10][CH2:11][CH2:12][CH2:13][CH2:14][CH2:15][CH2:16][CH2:17][CH2:18][CH2:19][CH2:20][NH:21][C:22](=[O:28])/[CH:23]=[CH:24]\[C:25]([OH:27])=O)([OH:3])=[O:2].C(OC(=O)C)(=O)C.C([O-])(=O)C.[Na+]>>[C:22]1(=[O:28])[N:21]([CH2:20][CH2:19][CH2:18][CH2:17][CH2:16][CH2:15][CH2:14][CH2:13][CH2:12][CH2:11][CH2:10][CH2:9][CH2:8][CH2:7][CH2:6][CH2:5][CH2:4][C:1]([OH:3])=[O:2])[C:25](=[O:27])[CH:24]=[CH:23]1 |f:2.3|. Product: C1(C=CC(N1CCCCCCCCCCCCCCCCCC(=O)O)=O)=O (18-maleimidooctadecanoic acid). Yield: 44.9%. The reactants are CCC(=O)CBr, O=C([O-])[O-], CC1(C)CCC(c2cc(N3CCOCC3)ccc2N2CCNCC2)CC1, CN(C)C=O, CCOC(C)=O, [K+], [K+], O. Product: CCC(=O)CN1CCN(c2ccc(N3CCOCC3)cc2C2CCC(C)(C)CC2)CC1. Reaction SMILES: [Br:33][CH2:34][C:35]([CH2:36][CH3:37])=[O:38].[C:27](=[O:28])([O-:29])[O-:30].[CH3:1][C:2]1([CH3:26])[CH2:3][CH2:4][CH:5]([c:8]2[cH:9][c:10]([N:20]3[CH2:21][CH2:22][O:23][CH2:24][CH2:25]3)[cH:11][cH:12][c:13]2[N:14]2[CH2:15][CH2:16][NH:17][CH2:18][CH2:19]2)[CH2:6][CH2:7]1.[CH3:40][N:41]([CH3:42])[CH:43]=[O:44].[CH3:45][CH2:46][O:47][C:48](=[O:49])[CH3:50].[K+:31].[K+:32].[OH2:39]>>[CH3:1][C:2]1([CH3:26])[CH2:3][CH2:4][CH:5]([c:8]2[cH:9][c:10]([N:20]3[CH2:21][CH2:22][O:23][CH2:24][CH2:25]3)[cH:11][cH:12][c:13]2[N:14]2[CH2:15][CH2:16][N:17]([CH2:34][C:35]([CH2:36][CH3:37])=[O:38])[CH2:18][CH2:19]2)[CH2:6][CH2:7]1. Starting materials: CS(=O)(=O)N (methanesulphonamide), C1CCC2=NCCCN2CC1 (DBU), ClC=1C=C(C=NC1)OCC1=CC=C(C(=O)O)C=C1 (4-{[(5-chloropyridin-3-yl)oxy]methyl}benzoic acid). Solvent: C1CCOC1 (THF). Run at time 1 hour. The product is ClC=1C=C(C=NC1)OCC1=CC=C(C(=O)NS(=O)(=O)C)C=C1 (4-((5-Chloropyridin-3-yloxy)methyl)-N-(methylsulfonyl)benzamide). Isolated yield 25.9%. Reaction SMILES: [Cl:1][C:2]1[CH:3]=[C:4]([O:8][CH2:9][C:10]2[CH:18]=[CH:17][C:13]([C:14](O)=[O:15])=[CH:12][CH:11]=2)[CH:5]=[N:6][CH:7]=1.[CH3:19][S:20]([NH2:23])(=[O:22])=[O:21].C1CCN2C(=NCCC2)CC1>C1COCC1>[Cl:1][C:2]1[CH:3]=[C:4]([O:8][CH2:9][C:10]2[CH:18]=[CH:17][C:13]([C:14]([NH:23][S:20]([CH3:19])(=[O:22])=[O:21])=[O:15])=[CH:12][CH:11]=2)[CH:5]=[N:6][CH:7]=1. Reported procedure: To a suspension of 4-{[(5-chloropyridin-3-yl)oxy]methyl}benzoic acid (Preparation 17, 0.16 g, 0.60 mmol) in THF (6 mL) was added WSCDI (0.1 g, 0.62 mmol) and the reaction was heated at reflux for 30 minutes. The reaction mixture was cooled to room temperature and methanesulphonamide (0.060 g, 0.64 mmol) and DBU (0.09 g, 0.060 mmol) were added. The reaction mixture was stirred at room temperature for 1 hour and then partitioned between DCM (30 mL) and aqueous hydrochloric acid (1 M, 8 mL). The or...